From a dataset of the Open Reaction Database (ORD), a public repository of structured organic reaction records. describe an organic reaction: reactants, conditions, products, and yield Starting materials: CCO, C=Cc1ccncc1, c1ccc2c(c1)CCN2C1CCNCC1. Product: c1ccc2c(c1)CCN2C1CCN(CCc2ccncc2)CC1. RXN SMILES: [CH3:24][CH2:25][OH:26].[CH:16](=[CH2:17])[c:18]1[cH:19][cH:20][n:21][cH:22][cH:23]1.[NH:1]1[CH2:2][CH2:3][CH:4]([N:7]2[CH2:8][CH2:9][c:10]3[cH:11][cH:12][cH:13][cH:14][c:15]32)[CH2:5][CH2:6]1>>[N:1]1([CH2:17][CH2:16][c:18]2[cH:19][cH:20][n:21][cH:22][cH:23]2)[CH2:2][CH2:3][CH:4]([N:7]2[CH2:8][CH2:9][c:10]3[cH:11][cH:12][cH:13][cH:14][c:15]32)[CH2:5][CH2:6]1.